From a dataset of the Open Reaction Database (ORD), a public repository of structured organic reaction records. describe an organic reaction: reactants, conditions, products, and yield Starting materials: CN(C1CCC=2NC3=CC=CC=C3C2C1)C (3-(dimethylamino)-1,2,3,4-tetrahydrocarbazole), 3-(dimethylaino)-9-[2-(dimethylamino)ethyl]-1,2,3,4-tetrahydrocarbazole, C1(=C(C(=C(C(=C1F)F)F)N)F)N.Cl.Cl (dihydrochloride), [H-].[Na+] (sodium hydride), CN(C)CCCl (dimethylaminoethyl chloride). The solvent is CN(C=O)C (dimethylformamide). The product is CN(C1CCC=2N(C3=CC=CC=C3C2C1)CCN(C)C)C (3-(Dimethylamino)-9-[2-(dimethylamino)ethyl]-1,2,3,4-tetrahydrocarbazole). As a reaction SMILES: [CH3:1][N:2]([CH3:16])[CH:3]1[CH2:15][C:14]2[C:13]3[C:8](=[CH:9][CH:10]=[CH:11][CH:12]=3)[NH:7][C:6]=2[CH2:5][CH2:4]1.[H-].[Na+].[CH3:19][N:20]([CH2:22][CH2:23]Cl)[CH3:21].C1(N)C(F)=C(F)C(F)=C(N)C=1F.Cl.Cl>CN(C)C=O>[CH3:1][N:2]([CH3:16])[CH:3]1[CH2:15][C:14]2[C:13]3[C:8](=[CH:9][CH:10]=[CH:11][CH:12]=3)[N:7]([CH2:23][CH2:22][N:20]([CH3:21])[CH3:19])[C:6]=2[CH2:5][CH2:4]1 |f:1.2,4.5.6|. Reported procedure: Following the procedure given in Example 11 and using 6.7 g. of 3-(dimethylamino)-1,2,3,4-tetrahydrocarbazole, 1.35 g. of sodium hydride and 3.37 g. of dimethylaminoethyl chloride in 75 ml. of dimethylformamide there was otained 5.6 g. of 3-(dimethylaino)-9-[2-(dimethylamino)ethyl]-1,2,3,4-tetrahydrocarbazole in the form of its dihydrochloride salt which melted at 269°-270°C. (dec.) (corr.) The reactants are ClC=1C2=C(N=C(N1)N1CCN(CC1)C1=CC=CC=C1)CCS2 (4-chloro-2-(4-phenylpiperazin-1-yl)-6,7-dihydrothieno[3,2-d]pyrimidine), ClC=1C=C(C=CC1)N (3-chlorophenylamine), C(C)(C)N(CC)C(C)C (diisopropylethylamine). Solvent: C(C)(=O)OCC (ethyl acetate). Product: ClC=1C=C(C=CC1)NC=1C2=C(N=C(N1)N1CCN(CC1)C1=CC=CC=C1)CCS2 ((3-chlorophenyl)-[2-(4-phenylpiperazin-1-yl)-6,7-dihydrothieno[3,2-d]pyrimidin-4-yl]amine). RXN SMILES: Cl[C:2]1[C:3]2[S:22][CH2:21][CH2:20][C:4]=2[N:5]=[C:6]([N:8]2[CH2:13][CH2:12][N:11]([C:14]3[CH:19]=[CH:18][CH:17]=[CH:16][CH:15]=3)[CH2:10][CH2:9]2)[N:7]=1.[Cl:23][C:24]1[CH:25]=[C:26]([NH2:30])[CH:27]=[CH:28][CH:29]=1.C(N(C(C)C)CC)(C)C>C(OCC)(=O)C>[Cl:23][C:24]1[CH:25]=[C:26]([NH:30][C:2]2[C:3]3[S:22][CH2:21][CH2:20][C:4]=3[N:5]=[C:6]([N:8]3[CH2:9][CH2:10][N:11]([C:14]4[CH:19]=[CH:18][CH:17]=[CH:16][CH:15]=4)[CH2:12][CH2:13]3)[N:7]=2)[CH:27]=[CH:28][CH:29]=1. Procedure details: 0.320 g (0.96 mmol) of 4-chloro-2-(4-phenylpiperazin-1-yl)-6,7-dihydrothieno[3,2-d]pyrimidine (V), 1.0 mL (9.5 mmol) of 3-chlorophenylamine, and 0.33 mL (1.92 mmol) of diisopropylethylamine are combined and the mixture is reacted for 0.5 hours at 130° C. in the microwave. Then the reaction mixture is combined with ethyl acetate and acidically extracted. The organic phase is dried and evaporated to dryness. The residue is combined with acetonitrile, water, and trifluoroacetic acid. The phase cont...